This data is from the Open Reaction Database (ORD), a public repository of structured organic reaction records. The task is: describe an organic reaction: reactants, conditions, products, and yield The reactants are O=C([O-])[O-], CCCCCCN(Cc1ccccc1)C(=O)Cc1ccc(O)c(OC)c1, COC(=O)c1ccccc1CBr, CC#N, [K+], [K+]. The product is CCCCCCN(Cc1ccccc1)C(=O)Cc1ccc(OCc2ccccc2C(=O)OC)c(OC)c1. RXN SMILES: [C:39](=[O:40])([O-:41])[O-:42].[CH2:1]([c:2]1[cH:3][cH:4][cH:5][cH:6][cH:7]1)[N:8]([C:9]([CH2:10][c:11]1[cH:12][c:13]([O:18][CH3:19])[c:14]([OH:17])[cH:15][cH:16]1)=[O:20])[CH2:21][CH2:22][CH2:23][CH2:24][CH2:25][CH3:26].[CH3:27][O:28][C:29]([c:30]1[c:31]([CH2:36][Br:37])[cH:32][cH:33][cH:34][cH:35]1)=[O:38].[CH3:45][C:46]#[N:47].[K+:43].[K+:44]>>[CH2:1]([c:2]1[cH:3][cH:4][cH:5][cH:6][cH:7]1)[N:8]([C:9]([CH2:10][c:11]1[cH:12][c:13]([O:18][CH3:19])[c:14]([O:17][CH2:36][c:31]2[c:30]([C:29]([O:28][CH3:27])=[O:38])[cH:35][cH:34][cH:33][cH:32]2)[cH:15][cH:16]1)=[O:20])[CH2:21][CH2:22][CH2:23][CH2:24][CH2:25][CH3:26]. Reactants: Nc1nc(C(=NOC(c2ccccc2)(c2ccccc2)c2ccccc2)C(=O)NC2C(=O)N3C(C(=O)OC(c4ccccc4)c4ccccc4)=C(OS(=O)(=O)C(F)(F)F)CCC23)ns1, CC(C)(C)OC(=O)NCCSCc1cnccc1S. The product is CC(C)(C)OC(=O)NCCSCc1cnccc1SC1=C(C(=O)OC(c2ccccc2)c2ccccc2)N2C(=O)C(NC(=O)C(=NOC(c3ccccc3)(c3ccccc3)c3ccccc3)c3nsc(N)n3)C2CC1. Reaction SMILES: [CH:1]([c:2]1[cH:3][cH:4][cH:5][cH:6][cH:7]1)([c:8]1[cH:9][cH:10][cH:11][cH:12][cH:13]1)[O:14][C:15](=[O:16])[C:17]1=[C:24]([O:25][S:26]([C:27]([F:28])([F:29])[F:30])(=[O:31])=[O:32])[CH2:23][CH2:22][CH:21]2[N:18]1[C:19](=[O:64])[CH:20]2[NH:33][C:34]([C:35](=[N:36][O:37][C:38]([c:39]1[cH:40][cH:41][cH:42][cH:43][cH:44]1)([c:45]1[cH:46][cH:47][cH:48][cH:49][cH:50]1)[c:51]1[cH:52][cH:53][cH:54][cH:55][cH:56]1)[c:57]1[n:58][s:59][c:60]([NH2:62])[n:61]1)=[O:63].[SH:65][c:66]1[c:67]([CH2:72][S:73][CH2:74][CH2:75][NH:76][C:77]([O:78][C:79]([CH3:80])([CH3:81])[CH3:82])=[O:83])[cH:68][n:69][cH:70][cH:71]1>>[CH:1]([c:2]1[cH:3][cH:4][cH:5][cH:6][cH:7]1)([c:8]1[cH:9][cH:10][cH:11][cH:12][cH:13]1)[O:14][C:15](=[O:16])[C:17]1=[C:24]([S:65][c:66]2[c:67]([CH2:72][S:73][CH2:74][CH2:75][NH:76][C:77]([O:78][C:79]([CH3:80])([CH3:81])[CH3:82])=[O:83])[cH:68][n:69][cH:70][cH:71]2)[CH2:23][CH2:22][CH:21]2[N:18]1[C:19](=[O:64])[CH:20]2[NH:33][C:34]([C:35](=[N:36][O:37][C:38]([c:39]1[cH:40][cH:41][cH:42][cH:43][cH:44]1)([c:45]1[cH:46][cH:47][cH:48][cH:49][cH:50]1)[c:51]1[cH:52][cH:53][cH:54][cH:55][cH:56]1)[c:57]1[n:58][s:59][c:60]([NH2:62])[n:61]1)=[O:63]. The reactants are S(=O)(=O)(N)N (sulfamide), N1CCOCC1 (morpholine), C(C)OCCOCC (1,2-diethoxyethane). Reaction conditions: temperature 120 celsius, time 11 hour. Product: N1(CCOCC1)S(=O)(=O)N (Morpholin-4-ylsulfonamide). The yield is 76.6%. RXN SMILES: [S:1]([NH2:5])([NH2:4])(=[O:3])=[O:2].N1[CH2:11][CH2:10][O:9][CH2:8][CH2:7]1.C(OCCOCC)C>>[N:4]1([S:1]([NH2:5])(=[O:3])=[O:2])[CH2:11][CH2:10][O:9][CH2:8][CH2:7]1. Reported procedure: 5.00 g of sulfamide, 4.09 g of morpholine and 5 ml of 1,2-diethoxyethane were mixed and heated with stirring in an oil bath at 120° C. for 11 hours. The reaction solution was air-cooled to room temperature and the crystal was washed with diethyl ether, washed with methanol and then dried under reduced pressure to obtain 5.98 g of the desired compound as an brownish crystal having a melting point of 158 to 161° C. The reactants are O=C([O-])O, CCN(C(C)C)C(C)C, ClCCCl, Cl, Cl, CCOC(=O)C=Cc1cnc(NC2CCCNC2)cn1, [Na+], O=C1CCCCC1. Yields the product CCOC(=O)C=Cc1cnc(NC2CCCN(C3CCCCC3)C2)cn1. RXN SMILES: [C:39](=[O:40])([OH:41])[O-:42].[CH:23]([N:24]([CH:25]([CH3:26])[CH3:27])[CH2:28][CH3:29])([CH3:30])[CH3:31].[Cl:44][CH2:45][CH2:46][Cl:47].[ClH:1].[ClH:2].[NH:3]1[CH2:4][CH:5]([NH:9][c:10]2[n:11][cH:12][c:13]([CH:16]=[CH:17][C:18](=[O:19])[O:20][CH2:21][CH3:22])[n:14][cH:15]2)[CH2:6][CH2:7][CH2:8]1.[Na+:43].[O:32]=[C:33]1[CH2:34][CH2:35][CH2:36][CH2:37][CH2:38]1>>[N:3]1([CH:33]2[CH2:34][CH2:35][CH2:36][CH2:37][CH2:38]2)[CH2:4][CH:5]([NH:9][c:10]2[n:11][cH:12][c:13]([CH:16]=[CH:17][C:18](=[O:19])[O:20][CH2:21][CH3:22])[n:14][cH:15]2)[CH2:6][CH2:7][CH2:8]1. The reactants are C(C1=CC=CC=C1)OC=1C=C(C=CC1)C1=NO[C@@](C1)(C(=O)O)CC(=O)O ((5R)-3-(3-(benzyloxy)phenyl)-5-(carboxymethyl)-4,5-dihydro-1,2-oxazole-5-carboxylic acid), C1CCOC1 (THF). The reagents and catalysts are [Pd] (Pd/C). The solvent is CO (methanol). Reaction conditions: time 15 hour. Product: C(=O)(O)C[C@]1(CC(=NO1)C1=CC(=CC=C1)O)C(=O)O ((5R)-5-(carboxymethyl)-3-(3-hydroxyphenyl)-4,5-dihydro-1,2-oxazole-5-carboxylic acid), crude product. RXN SMILES: C([O:8][C:9]1[CH:10]=[C:11]([C:15]2[CH2:19][C@@:18]([CH2:23][C:24]([OH:26])=[O:25])([C:20]([OH:22])=[O:21])[O:17][N:16]=2)[CH:12]=[CH:13][CH:14]=1)C1C=CC=CC=1.C1COCC1>[Pd].CO>[C:24]([CH2:23][C@:18]1([C:20]([OH:22])=[O:21])[O:17][N:16]=[C:15]([C:11]2[CH:12]=[CH:13][CH:14]=[C:9]([OH:8])[CH:10]=2)[CH2:19]1)([OH:26])=[O:25]. Procedure details: A mixture of (5R)-3-(3-(benzyloxy)phenyl)-5-(carboxymethyl)-4,5-dihydro-1,2-oxazole-5-carboxylic acid (75.0 g), 10% Pd/C (containing about 55% water, 7.5 g), and THF (750 mL) was stirred at room temperature for 15 hours under a hydrogen atmosphere. To the reaction mixture, methanol (150 mL) was added, then the catalyst was filtered and washed with methanol (375 mL). The filtrate was concentrated under reduced pressure to obtain (5R)-5-(carboxymethyl)-3-(3-hydroxyphenyl)-4,5-dihydro-1,2-oxazole-5... Starting materials: CC(Oc1ccc(Cl)cn1)C1CN(Cc2ccccc2)CC1c1ccc(Cl)cc1, Cc1ccccc1, CCN(C(C)C)C(C)C, CC(Cl)OC(=O)Cl. The product is CC(Oc1ccc(Cl)cn1)C1CNCC1c1ccc(Cl)cc1. As a reaction SMILES: [CH2:1]([c:2]1[cH:3][cH:4][cH:5][cH:6][cH:7]1)[N:8]1[CH2:9][CH:10]([CH:20]([CH3:21])[O:22][c:23]2[n:24][cH:25][c:26]([Cl:29])[cH:27][cH:28]2)[CH:11]([c:13]2[cH:14][cH:15][c:16]([Cl:19])[cH:17][cH:18]2)[CH2:12]1.[CH3:46][c:47]1[cH:48][cH:49][cH:50][cH:51][cH:52]1.[CH:37]([N:38]([CH2:39][CH3:40])[CH:41]([CH3:42])[CH3:43])([CH3:44])[CH3:45].[Cl:30][C:31]([O:32][CH:33]([Cl:34])[CH3:35])=[O:36]>>[NH:8]1[CH2:9][CH:10]([CH:20]([CH3:21])[O:22][c:23]2[n:24][cH:25][c:26]([Cl:29])[cH:27][cH:28]2)[CH:11]([c:13]2[cH:14][cH:15][c:16]([Cl:19])[cH:17][cH:18]2)[CH2:12]1.